Dataset: the Open Reaction Database (ORD), a public repository of structured organic reaction records. Task: describe an organic reaction: reactants, conditions, products, and yield Reactants: FC=1C=C(C=CC1O)CC(=O)O (2-(3-Fluoro-4-hydroxyphenyl)acetic acid), [Si](C)(C)(C)C=[N+]=[N-] (TMSCHN2). Solvent: C1CCOC1.CO (THF MeOH). Reaction conditions: time 1 hour. Product: FC=1C=C(C=CC1O)CC(=O)OC (methyl 2-(3-fluoro-4-hydroxyphenyl)acetate). The yield is 64.6%. As a reaction SMILES: [F:1][C:2]1[CH:3]=[C:4]([CH2:9][C:10]([OH:12])=[O:11])[CH:5]=[CH:6][C:7]=1[OH:8].[Si](C=[N+]=[N-])(C)(C)[CH3:14]>C1COCC1.CO>[F:1][C:2]1[CH:3]=[C:4]([CH2:9][C:10]([O:12][CH3:14])=[O:11])[CH:5]=[CH:6][C:7]=1[OH:8] |f:2.3|. Reported procedure: 2-(3-Fluoro-4-hydroxyphenyl)acetic acid (1.0 g, 5.88 mmol) was diluted with THF:MeOH (3:1) (10 mL) followed by the addition of TMSCHN2 (5.88 ml, 11.8 mmol). After stirring for 1 hour, the reaction was quenched with 2N HCl and diluted with DCM. The layers were separated and the organic layer was dried over MgSO4, filtered and concentrated. The material was purified by silica gel chromatography, eluting with hexanes:ethyl acetate (2:1) to yield methyl 2-(3-fluoro-4-hydroxyphenyl)acetate (700 mg, 6... Starting materials: COC1=CC=C(CSCC(=O)OC)C=C1 (methyl 4-methoxybenzylsulphenyl-acetate), C(=O)OCC (ethyl formate), [Na] (sodium), CSC(N)=N.S(=O)(=O)([O-])[O-] (S-methylisothiourea sulphate), N (ammonia). The solvent is C(C)O (ethanol), C(Cl)Cl.CO (methylene chloride methanol). Product: CSC1=NC=C(C(=N1)O)SCC1=CC=C(C=C1)OC (2-methylsulphenyl-4-hydroxy-5-(4-methoxybenzylsulphenyl)-pyrimidine). RXN SMILES: [CH3:1][O:2][C:3]1[CH:15]=[CH:14][C:6]([CH2:7][S:8][CH2:9][C:10](OC)=[O:11])=[CH:5][CH:4]=1.[CH:16](OCC)=O.[Na].[CH3:22][S:23][C:24](=[NH:26])[NH2:25].S([O-])([O-])(=O)=O.N>C(O)C.C(Cl)Cl.CO>[CH3:22][S:23][C:24]1[N:25]=[C:10]([OH:11])[C:9]([S:8][CH2:7][C:6]2[CH:14]=[CH:15][C:3]([O:2][CH3:1])=[CH:4][CH:5]=2)=[CH:16][N:26]=1 |f:3.4,7.8,^1:20|. Procedure: Prepared from methyl 4-methoxybenzylsulphenyl-acetate and ethyl formate in the presence of sodium and subsequent reaction with S-methylisothiourea-sulphate in ethanol, Rf value: 0.4 (silica gel; methylene chloride/methanol/conc. aqueous ammonia=20:1:0.1) Starting materials: CC(C)(C)OC(=O)CBr, CC=CC1C(O)CC(OC2CCCCO2)C1CO[Si](C)(C)C(C)(C)C, CCOC(C)=O, [H-], [Na+], CN(C)C=O, O. Product: CC=CC1C(OCC(=O)OC(C)(C)C)CC(OC2CCCCO2)C1CO[Si](C)(C)C(C)(C)C. Reaction SMILES: [Br:26][CH2:27][C:28](=[O:29])[O:30][C:31]([CH3:32])([CH3:33])[CH3:34].[CH3:1][Si:2]([O:3][CH2:4][CH:5]1[CH:6]([CH:18]=[CH:19][CH3:20])[CH:7]([OH:17])[CH2:8][CH:9]1[O:10][CH:11]1[O:12][CH2:13][CH2:14][CH2:15][CH2:16]1)([C:21]([CH3:22])([CH3:23])[CH3:24])[CH3:25].[CH3:43][CH2:44][O:45][C:46](=[O:47])[CH3:48].[H-:35].[Na+:36].[O:38]=[CH:39][N:40]([CH3:41])[CH3:42].[OH2:37]>>[CH3:1][Si:2]([O:3][CH2:4][CH:5]1[CH:6]([CH:18]=[CH:19][CH3:20])[CH:7]([O:17][CH2:27][C:28](=[O:29])[O:30][C:31]([CH3:32])([CH3:33])[CH3:34])[CH2:8][CH:9]1[O:10][CH:11]1[O:12][CH2:13][CH2:14][CH2:15][CH2:16]1)([C:21]([CH3:22])([CH3:23])[CH3:24])[CH3:25]. Starting materials: C(C)(=O)OCC.C(C)O.N (ethyl acetate ethanol ammonia), Cl.C1(=CC=CC=C1)N(C(=O)C=1C=C2C(=NC1)N(C(=N2)CNC2=CC=C(C=C2)C(N)=N)C)CCC(=O)OCC (3-methyl-2-[N-(4-amidinophenyl)aminomethyl]imidazo[4,5-b]pyridin-6-yl-carboxylic acid-N-phenyl-N-(2-ethoxycarbonylethyl)amide hydrochloride), [OH-].[Na+] (sodium hydroxide), C25H25N7O3. Product: Cl.C1(=CC=CC=C1)N(C(=O)C=1C=C2C(=NC1)N(C(=N2)CNC2=CC=C(C=C2)C(N)=N)C)CCC(=O)O (3-Methyl-2-[N-(4-amidinophenyl)aminomethyl]imidazo[4,5-b]pyridin-6-yl-carboxylic acid-N-phenyl-N-(2-hydroxycarbonylethyl)amide hydrochloride). Isolated yield 80.0%. As a reaction SMILES: [ClH:1].[C:2]1([N:8]([CH2:32][CH2:33][C:34]([O:36]CC)=[O:35])[C:9]([C:11]2[CH:12]=[C:13]3[N:19]=[C:18]([CH2:20][NH:21][C:22]4[CH:27]=[CH:26][C:25]([C:28](=[NH:30])[NH2:29])=[CH:24][CH:23]=4)[N:17]([CH3:31])[C:14]3=[N:15][CH:16]=2)=[O:10])[CH:7]=[CH:6][CH:5]=[CH:4][CH:3]=1.[OH-].[Na+].C(OCC)(=O)C.C(O)C.N>>[ClH:1].[C:2]1([N:8]([CH2:32][CH2:33][C:34]([OH:36])=[O:35])[C:9]([C:11]2[CH:12]=[C:13]3[N:19]=[C:18]([CH2:20][NH:21][C:22]4[CH:27]=[CH:26][C:25]([C:28](=[NH:29])[NH2:30])=[CH:24][CH:23]=4)[N:17]([CH3:31])[C:14]3=[N:15][CH:16]=2)=[O:10])[CH:7]=[CH:6][CH:5]=[CH:4][CH:3]=1 |f:0.1,2.3,4.5.6,7.8|. Procedure: Prepared analogously to Example 2 from 3-methyl-2-[N-(4-amidinophenyl)aminomethyl]imidazo[4,5-b]pyridin-6-yl-carboxylic acid-N-phenyl-N-(2-ethoxycarbonylethyl)amide hydrochloride and sodium hydroxide solution. Yield: 80% of theory, C25H25N7O3 (471.52); Rf value: 0.19 (silica gel; ethyl acetate/ethanol/ammonia=50:45:5); EKA mass spectrum: (M+H)+=472; (M+Na)+=494; (M+2Na)++=258.6. The reactants are CC1(OB(OC1(C)C)C=1C=CC2=C(N=C(O2)C2CCN(CC2)C(=O)OC(C)(C)C)C1)C (tert-butyl 4-(5-(4,4,5,5-tetramethyl-1,3,2-dioxaborolan-2-yl)benzo[d]oxazol-2-yl)piperidine-1-carboxylate), BrC1=CC(=C(C(=O)N)C=C1)F (4-bromo-2-fluorobenzamide). Yields the product C(N)(=O)C1=C(C=C(C=C1)C=1C=CC2=C(N=C(O2)C2CCN(CC2)C(=O)OC(C)(C)C)C1)F (Tert-butyl 4-[5-(4-carbamoyl-3-fluorophenyl)benzo[d]oxazol-2-yl]piperidine-1-carboxylate). The yield is 16.3%. As a reaction SMILES: CC1(C)C(C)(C)OB([C:9]2[CH:10]=[CH:11][C:12]3[O:16][C:15]([CH:17]4[CH2:22][CH2:21][N:20]([C:23]([O:25][C:26]([CH3:29])([CH3:28])[CH3:27])=[O:24])[CH2:19][CH2:18]4)=[N:14][C:13]=3[CH:30]=2)O1.Br[C:33]1[CH:41]=[CH:40][C:36]([C:37]([NH2:39])=[O:38])=[C:35]([F:42])[CH:34]=1>>[C:37]([C:36]1[CH:40]=[CH:41][C:33]([C:9]2[CH:10]=[CH:11][C:12]3[O:16][C:15]([CH:17]4[CH2:18][CH2:19][N:20]([C:23]([O:25][C:26]([CH3:28])([CH3:27])[CH3:29])=[O:24])[CH2:21][CH2:22]4)=[N:14][C:13]=3[CH:30]=2)=[CH:34][C:35]=1[F:42])(=[O:38])[NH2:39]. Procedure: Following the General Procedure-3, the titled compound (25 mg) was prepared from Intermediate 8 (150 mg, 0.35 mmol) and 4-bromo-2-fluorobenzamide (77 mg, 0.35 mmol) as a white solid. M.P.: 202-206° C. 1H-NMR (δ ppm, DMSO-d6, 400 MHz): 8.22 (t, J 8.3, 1H), 7.89 (s, 1H), 7.59-7.49 (m, 3H), 7.37 (dd, J 1.6, 13.24, 1H), 6.71 (d, J 9.5, 1H), 5.85 (s, 1H), 4.15 (d, J 10.7, 2H), 3.20-3.10 (m, 1H), 3.00 (t, J 11.8, 2H), 2.20-2.12 (m, 2H), 1.99-1.85 (m, 2H), 1.48 (s, 9H). Reaction SMILES: [NH2:1][C@H:2]([C:4]([N:6]1[CH:14]2[CH:9]([CH2:10][CH2:11][CH2:12][CH2:13]2)[CH2:8][C@H:7]1[C:15]([OH:17])=[O:16])=[O:5])[CH3:3].O=[C:19]([CH2:23][CH2:24][C:25]1[CH:30]=[CH:29][CH:28]=[CH:27][CH:26]=1)[C:20]([NH2:22])=[O:21].C([BH3-])#N.[Na+]>>[NH2:22][C:20]([CH:19]([NH:1][C@H:2]([C:4]([N:6]1[CH:14]2[CH:9]([CH2:10][CH2:11][CH2:12][CH2:13]2)[CH2:8][C@H:7]1[C:15]([OH:17])=[O:16])=[O:5])[CH3:3])[CH2:23][CH2:24][C:25]1[CH:30]=[CH:29][CH:28]=[CH:27][CH:26]=1)=[O:21] |f:2.3|. The reactants are N[C@@H](C)C(=O)N1[C@@H](CC2CCCCC12)C(=O)O (1-[(S)-alanyl]octahydroindole-2(S)-carboxylic acid), O=C(C(=O)N)CCC1=CC=CC=C1 (2-oxo-4-phenylbutyramide), C(#N)[BH3-].[Na+] (sodium cyanoborohydride). Procedure: React 1-[(S)-alanyl]octahydroindole-2(S)-carboxylic acid (preparable as described in Example 1) and 2-oxo-4-phenylbutyramide and sodium cyanoborohydride to obtain the title compound as described in Example 5. The product is NC(=O)C(CCC1=CC=CC=C1)N[C@@H](C)C(=O)N1[C@@H](CC2CCCCC12)C(=O)O (1-[N-(1-Aminocarbonyl-3-phenylpropyl)-(S)-alanyl]octahydroindole-2(S)-carboxylic acid).